Dataset: the Open Reaction Database (ORD), a public repository of structured organic reaction records. Task: describe an organic reaction: reactants, conditions, products, and yield The reactants are COC(=O)C(=O)c1ccc(SCCOc2ccc3ccccc3c2)cc1, CCCCCC, CC(C)=O, CO, [Na+], C1CCOC1, [OH-], O. As a reaction SMILES: [CH3:1][O:2][C:3]([C:4]([c:5]1[cH:6][cH:7][c:8]([S:11][CH2:12][CH2:13][O:14][c:15]2[cH:16][c:17]3[cH:18][cH:19][cH:20][cH:21][c:22]3[cH:23][cH:24]2)[cH:9][cH:10]1)=[O:25])=[O:26].[CH3:29][CH2:30][CH2:31][CH2:32][CH2:33][CH3:34].[CH3:35][C:36]([CH3:37])=[O:38].[CH3:39][OH:40].[Na+:28].[O:41]1[CH2:42][CH2:43][CH2:44][CH2:45]1.[OH-:27].[OH2:46]>>[O:2]=[C:3]([C:4]([c:5]1[cH:6][cH:7][c:8]([S:11][CH2:12][CH2:13][O:14][c:15]2[cH:16][c:17]3[cH:18][cH:19][cH:20][cH:21][c:22]3[cH:23][cH:24]2)[cH:9][cH:10]1)=[O:25])[OH:26]. The product is O=C(O)C(=O)c1ccc(SCCOc2ccc3ccccc3c2)cc1. The reactants are Cc1cccc2cc(CCl)c(-c3ccccc3Cl)nc12, Clc1ncnc2[nH]ccc12, [H-], [Na+], CN(C)C=O. Yields the product Cc1cccc2cc(Cn3ccc4c(Cl)ncnc43)c(-c3ccccc3Cl)nc12. Reaction SMILES: [Cl:13][CH2:14][c:15]1[c:16](-[c:26]2[c:27]([Cl:32])[cH:28][cH:29][cH:30][cH:31]2)[n:17][c:18]2[c:19]([CH3:25])[cH:20][cH:21][cH:22][c:23]2[cH:24]1.[Cl:1][c:2]1[c:3]2[c:4]([n:5][cH:6][n:7]1)[nH:8][cH:9][cH:10]2.[H-:12].[Na+:11].[O:33]=[CH:34][N:35]([CH3:36])[CH3:37]>>[Cl:1][c:2]1[c:3]2[c:4]([n:5][cH:6][n:7]1)[n:8]([CH2:14][c:15]1[c:16](-[c:26]3[c:27]([Cl:32])[cH:28][cH:29][cH:30][cH:31]3)[n:17][c:18]3[c:19]([CH3:25])[cH:20][cH:21][cH:22][c:23]3[cH:24]1)[cH:9][cH:10]2. Reactants: TEA, C(C1=CC=CC=C1)Br (benzyl bromide), BrC=1C=C2C=C(N=CC2=CC1)O (6-bromoisoquinolin-3-ol). Run in CN(C)C=O (DMF). Conditions: temperature 80 celsius. Product: C(C1=CC=CC=C1)OC=1N=CC2=CC=C(C=C2C1)Br (3-(Benzyloxy)-6-bromoisoquinoline). Isolated yield 18.8%. Reaction SMILES: [Br:1][C:2]1[CH:3]=[C:4]2[C:9](=[CH:10][CH:11]=1)[CH:8]=[N:7][C:6]([OH:12])=[CH:5]2.[CH2:13](Br)[C:14]1[CH:19]=[CH:18][CH:17]=[CH:16][CH:15]=1>CN(C=O)C>[CH2:13]([O:12][C:6]1[N:7]=[CH:8][C:9]2[C:4]([CH:5]=1)=[CH:3][C:2]([Br:1])=[CH:11][CH:10]=2)[C:14]1[CH:19]=[CH:18][CH:17]=[CH:16][CH:15]=1. Procedure: To a 25 mL round-bottomed flask containing 6-bromoisoquinolin-3-ol (500 mg, 2.23 mmol) was added TEA (0.467 mL, 3.35 mmol) and benzyl bromide (0.319 mL, 2.68 mmol) in DMF (10 mL) to give a brown solution. The reaction was heated to 80° C. overnight. After cooling to RT, the reaction mixture was concentrated in vacuo, and taken up in DCM and water. The water was extracted with DCM (2×), and the combined organic fractions were washed with brine, dried over MgSO4, filtered, and concentrated in vacu...